Dataset: the Open Reaction Database (ORD), a public repository of structured organic reaction records. Task: describe an organic reaction: reactants, conditions, products, and yield The reactants are Cn1cc(Br)cc(Nc2ccc(N3CCNCC3)cn2)c1=O, [BH3-]C#N, CO, [Cl-], [Cl-], [Na+], O=C1COC1, O, [Zn+2]. The product is Cn1cc(Br)cc(Nc2ccc(N3CCN(C4COC4)CC3)cn2)c1=O. Reaction SMILES: [Br:1][c:2]1[cH:3][c:4]([NH:10][c:11]2[n:12][cH:13][c:14]([N:17]3[CH2:18][CH2:19][NH:20][CH2:21][CH2:22]3)[cH:15][cH:16]2)[c:5](=[O:9])[n:6]([CH3:8])[cH:7]1.[C:28]([BH3-:29])#[N:30].[CH3:33][OH:34].[Cl-:35].[Cl-:37].[Na+:31].[O:23]1[CH2:24][C:25](=[O:27])[CH2:26]1.[OH2:32].[Zn+2:36]>>[Br:1][c:2]1[cH:3][c:4]([NH:10][c:11]2[n:12][cH:13][c:14]([N:17]3[CH2:18][CH2:19][N:20]([CH:25]4[CH2:24][O:23][CH2:26]4)[CH2:21][CH2:22]3)[cH:15][cH:16]2)[c:5](=[O:9])[n:6]([CH3:8])[cH:7]1. The reactants are OCCCC1=C(C=CC=C1)CC#N ([2-(3-hydroxypropyl)phenyl]acetonitrile), [OH-].[Na+] (sodium hydroxide), O (water). Solvent: C(C)O (ethanol). The product is OCCCC1=C(C=CC=C1)CC(=O)O ([2-(3-hydroxypropyl)phenyl]acetic acid). Reaction SMILES: [OH:1][CH2:2][CH2:3][CH2:4][C:5]1[CH:10]=[CH:9][CH:8]=[CH:7][C:6]=1[CH2:11][C:12]#N.[OH-:14].[Na+].[OH2:16]>C(O)C>[OH:1][CH2:2][CH2:3][CH2:4][C:5]1[CH:10]=[CH:9][CH:8]=[CH:7][C:6]=1[CH2:11][C:12]([OH:16])=[O:14] |f:1.2|. Reported procedure: A solution of [2-(3-hydroxypropyl)phenyl]acetonitrile (52.5 g., 0.30 mole) and sodium hydroxide (40 g., 1.0 mole) in water (200 ml.) and ethanol (600 ml.) is heated at reflux for 18 hours. The solution is concentrated in vacuo to about half-volume. Water (600 ml.) is added and the resulting solution is acidified with 6 N hydrochloric acid. The precipitated product acid is taken up in ether, washed with water, and dried over magnesium sulfate. The ether is evaporated in vacuo to afford [2-(3-hydr... Reactants: NC=1C=CC2=C(N(CCO2)CCN(C)C)C1 (6-Amino-3,4-dihydro-4-(2-dimethylaminoethyl)-2H-1,4-benzoxazine), OCC(O)CO (glycerol), II (iodine), OS(=O)(=O)O (H2SO4), [OH-].[Na+] (NaOH). Solvent: O (water). Run at temperature 180 celsius, time 2 hour. Yields the product CN(CCN1CCOC2=C1C=C1C(=C2)C=CC=N1)C (2,3-Dihydro4-(2-dimethylaminoethyl)-4H-pyrido[2,3-g][1,4]benzoxazine). Yield: 9.3%. As a reaction SMILES: [NH2:1][C:2]1[CH:3]=[CH:4][C:5]2[O:10][CH2:9][CH2:8][N:7]([CH2:11][CH2:12][N:13]([CH3:15])[CH3:14])[C:6]=2[CH:16]=1.O[CH2:18][CH:19]([CH2:21]O)O.II.OS(O)(=O)=O.[OH-].[Na+]>O>[CH3:15][N:13]([CH3:14])[CH2:12][CH2:11][N:7]1[C:6]2[CH:16]=[C:2]3[N:1]=[CH:21][CH:19]=[CH:18][C:3]3=[CH:4][C:5]=2[O:10][CH2:9][CH2:8]1 |f:4.5|. Procedure: 6-Amino-3,4-dihydro-4-(2-dimethylaminoethyl)-2H-1,4-benzoxazine (D3, 4.66 g, 21 mmol), glycerol (2.9 g, 31 mmol) and iodine (0.135 g, 0.5 mmol) were stirred as conc. H2SO4 (3.2 ml, 60 mmol) was cautiously added. The mixture was stirred at 180° C. for 2 h, cooled, dispersed in water (300 ml), basified (40% NaOH), and extracted with dichloromethane. The extract was dried (Na2SO4) and evaporated to an oil, which was chromatographed on silica, eluting with 20% methanol/dichloromethane. This gave the... Starting materials: CC(C)(C)c1cc(C=O)cc(C(C)(C)C)c1O, CCCCN=C=O, CN(C)C=O. The product is CCCCNC(=O)Oc1c(C(C)(C)C)cc(C=O)cc1C(C)(C)C. RXN SMILES: [C:1]([CH3:2])([CH3:3])([CH3:4])[c:5]1[cH:6][c:7]([CH:8]=[O:9])[cH:10][c:11]([C:14]([CH3:15])([CH3:16])[CH3:17])[c:12]1[OH:13].[CH3:18][CH2:19][CH2:20][CH2:21][N:22]=[C:23]=[O:24].[O:25]=[CH:26][N:27]([CH3:28])[CH3:29]>>[C:1]([CH3:2])([CH3:3])([CH3:4])[c:5]1[cH:6][c:7]([CH:8]=[O:9])[cH:10][c:11]([C:14]([CH3:15])([CH3:16])[CH3:17])[c:12]1[O:13][C:23]([NH:22][CH2:21][CH2:20][CH2:19][CH3:18])=[O:24]. Reactants: C(C1=CC=CC=C1)OCC1C=CCCC1 (3-benzoxymethylcyclohexene), C(C)(=O)OO (Peracetic acid), O (water). The solvent is C(Cl)Cl (methylene chloride), C(Cl)Cl (methylene chloride). Product: C(C1=CC=CC=C1)OCC1CC2OC2CC1 (3-benzoxymethyl-7-oxabicyclo[4.1.0]heptane). Reaction SMILES: [CH2:1]([O:8][CH2:9][CH:10]1[CH2:15][CH2:14][CH2:13][CH:12]=[CH:11]1)[C:2]1[CH:7]=[CH:6][CH:5]=[CH:4][CH:3]=1.C(OO)(=[O:18])C.O>C(Cl)Cl>[CH2:1]([O:8][CH2:9][CH:10]1[CH2:15][CH2:14][CH:13]2[CH:12]([O:18]2)[CH2:11]1)[C:2]1[CH:7]=[CH:6][CH:5]=[CH:4][CH:3]=1. Procedure details: A 500 mL round bottom flask equipped with a stirring bar was charged with 13.1g (0.065 mol) 3-benzoxymethylcyclohexene, and 100 mL of methylene chloride. Peracetic acid (15.5 g, 35 wt. % in acetic acid; 0.065 mol) in methylene chloride (80 mL) was added dropwise to the above mixture over 30 min. in an ice bath. After the above mixture was reacted at room temperature for 24 hrs, 250 mL of water was added to the above reaction mixture, the water layer was extracted with methylene chloride (2×150 m... The reactants are ClCCl, COc1cccc2c1CC(N1CCN(c3ncccn3)CC1)CC2, Cl, [Na+], O=C([O-])O. The product is Oc1cccc2c1CC(N1CCN(c3ncccn3)CC1)CC2. As a reaction SMILES: [CH2:31]([Cl:32])[Cl:33].[CH3:2][O:3][c:4]1[cH:5][cH:6][cH:7][c:8]2[c:13]1[CH2:12][CH:11]([N:14]1[CH2:15][CH2:16][N:17]([c:20]3[n:21][cH:22][cH:23][cH:24][n:25]3)[CH2:18][CH2:19]1)[CH2:10][CH2:9]2.[ClH:1].[Na+:30].[O-:26][C:27]([OH:28])=[O:29]>>[OH:3][c:4]1[cH:5][cH:6][cH:7][c:8]2[c:13]1[CH2:12][CH:11]([N:14]1[CH2:15][CH2:16][N:17]([c:20]3[n:21][cH:22][cH:23][cH:24][n:25]3)[CH2:18][CH2:19]1)[CH2:10][CH2:9]2. Starting materials: CC(=O)O, Cc1sc(Cl)cc1Cl, Cl, O. The product is Cc1sc(Cl)c(CCl)c1Cl. RXN SMILES: [CH3:10][C:11](=[O:12])[OH:13].[CH3:2][c:3]1[s:4][c:5]([Cl:9])[cH:6][c:7]1[Cl:8].[ClH:1].[OH2:14]>>[Cl:1][CH2:10][c:6]1[c:5]([Cl:9])[s:4][c:3]([CH3:2])[c:7]1[Cl:8].